Dataset: the Open Reaction Database (ORD), a public repository of structured organic reaction records. Task: describe an organic reaction: reactants, conditions, products, and yield Starting materials: CC(C)(C)OC(=O)N1CCC(=C(c2ccccc2)c2nnc(C3CNC3)o2)CC1, C=O, CO, O. Reaction SMILES: [C:1]([CH3:2])([CH3:3])([CH3:4])[O:5][C:6](=[O:7])[N:8]1[CH2:9][CH2:10][C:11](=[C:14]([c:15]2[o:16][c:17]([CH:20]3[CH2:21][NH:22][CH2:23]3)[n:18][n:19]2)[c:24]2[cH:25][cH:26][cH:27][cH:28][cH:29]2)[CH2:12][CH2:13]1.[CH2:30]=[O:31].[CH3:33][OH:34].[OH2:32]>>[C:1]([CH3:2])([CH3:3])([CH3:4])[O:5][C:6](=[O:7])[N:8]1[CH2:9][CH2:10][C:11](=[C:14]([c:15]2[o:16][c:17]([CH:20]3[CH2:21][N:22]([CH3:30])[CH2:23]3)[n:18][n:19]2)[c:24]2[cH:25][cH:26][cH:27][cH:28][cH:29]2)[CH2:12][CH2:13]1. Product: CN1CC(c2nnc(C(=C3CCN(C(=O)OC(C)(C)C)CC3)c3ccccc3)o2)C1. The reactants are CSC=1S\C(\C(N1)=O)=C/C=1C=C2C=CC=NC2=CC1 (2-methylsulfanyl-5-[1-quinolin-6-yl-meth-(Z)-ylidene]-thiazol-4-one), Cl.S1C(=CC=C1)C(N)=N (thiophene-2-carboximidamide hydrochloride), CCN(C(C)C)C(C)C (DIEA). Yields the product O=C1N=C(SC1=CC=1C=C2C=CC=NC2=CC1)NC(=N)C=1SC=CC1 (N-(4-oxo-5-quinolin-6-ylmethylene-4,5-dihydro-thiazol-2-yl)-thiophene-2-carboxamidine). RXN SMILES: CS[C:3]1[S:4]/[C:5](=[CH:9]\[C:10]2[CH:11]=[C:12]3[C:17](=[CH:18][CH:19]=2)[N:16]=[CH:15][CH:14]=[CH:13]3)/[C:6](=[O:8])[N:7]=1.Cl.[S:21]1[CH:25]=[CH:24][CH:23]=[C:22]1[C:26](=[NH:28])[NH2:27].CCN(C(C)C)C(C)C>>[O:8]=[C:6]1[C:5](=[CH:9][C:10]2[CH:11]=[C:12]3[C:17](=[CH:18][CH:19]=2)[N:16]=[CH:15][CH:14]=[CH:13]3)[S:4][C:3]([NH:28][C:26]([C:22]2[S:21][CH:25]=[CH:24][CH:23]=2)=[NH:27])=[N:7]1 |f:1.2|. Reported procedure: Similar procedure as described in example 1b was used, starting from 2-methylsulfanyl-5-[1-quinolin-6-yl-meth-(Z)-ylidene]-thiazol-4-one, thiophene-2-carboximidamide hydrochloride and DIEA to give N-(4-oxo-5-quinolin-6-ylmethylene-4,5-dihydro-thiazol-2-yl)-thiophene-2-carboxamidine. LC-MS m/e 365 (MH+).